From a dataset of the Open Reaction Database (ORD), a public repository of structured organic reaction records. describe an organic reaction: reactants, conditions, products, and yield Starting materials: CON=C(C(=O)NC1[C@@H]2N(C(=C(CS2)COC(=O)N2C=NC=C2)C(=O)OC(C2=CC=CC=C2)C2=CC=CC=C2)C1=O)C=1N=C(SC1)NC=O (benzhydryl 7-[2-methoxyimino-2-(2-formamidothiazol-4-yl)acetamido]-3-(1-imidazolyl)carbonyloxymethyl-3-cephem-4-carboxylate), ClC1=CC(=CC=C1)C(=O)OO (m-chloroperbenzoic acid). Solvent: O1CCCC1 (tetrahydrofuran). The product is CON=C(C(=O)NC1[C@@H]2N(C(=C(CS2=O)COC(=O)N2C=NC=C2)C(=O)OC(C2=CC=CC=C2)C2=CC=CC=C2)C1=O)C=1N=C(SC1)NC=O (benzhydryl 7-[2-methoxyimino-2-(2-formamidothiazol-4-yl)acetamido]-3-(1-imidazolyl)carbonyloxymethyl-3-cephem-4-carboxylate-1-oxide). The yield is 79.7%. As a reaction SMILES: [CH3:1][O:2][N:3]=[C:4]([C:42]1[N:43]=[C:44]([NH:47][CH:48]=[O:49])[S:45][CH:46]=1)[C:5]([NH:7][CH:8]1[C:40](=[O:41])[N:10]2[C:11]([C:24]([O:26][CH:27]([C:34]3[CH:39]=[CH:38][CH:37]=[CH:36][CH:35]=3)[C:28]3[CH:33]=[CH:32][CH:31]=[CH:30][CH:29]=3)=[O:25])=[C:12]([CH2:15][O:16][C:17]([N:19]3[CH:23]=[CH:22][N:21]=[CH:20]3)=[O:18])[CH2:13][S:14][C@H:9]12)=[O:6].ClC1C=CC=C(C(OO)=[O:58])C=1>O1CCCC1>[CH3:1][O:2][N:3]=[C:4]([C:42]1[N:43]=[C:44]([NH:47][CH:48]=[O:49])[S:45][CH:46]=1)[C:5]([NH:7][CH:8]1[C:40](=[O:41])[N:10]2[C:11]([C:24]([O:26][CH:27]([C:34]3[CH:35]=[CH:36][CH:37]=[CH:38][CH:39]=3)[C:28]3[CH:33]=[CH:32][CH:31]=[CH:30][CH:29]=3)=[O:25])=[C:12]([CH2:15][O:16][C:17]([N:19]3[CH:23]=[CH:22][N:21]=[CH:20]3)=[O:18])[CH2:13][S:14](=[O:58])[C@H:9]12)=[O:6]. Procedure details: To a solution of benzhydryl 7-[2-methoxyimino-2-(2-formamidothiazol-4-yl)acetamido]-3-(1-imidazolyl)carbonyloxymethyl-3-cephem-4-carboxylate (syn isomer) (13.5 g) in tetrahydrofuran (200 ml) was added m-chloroperbenzoic acid (5.8 g) with stirring under ice-cooling, followed by stirring for an hour at 5° C. The reaction mixture was evaporated and the residue was pulverized in diethyl ether, collected by filtration, washed with ethyl acetate and diethyl ether and then dried to give benzhydryl 7-[2... Product: OC1(CCN(CC1)C[C@H]1CN(C[C@@H]1C1=CC=CC=C1)[C@@H](C(=O)OCC1=CC=CC=C1)C1CCCCC1)CCCC1=CC=CC=C1 (2-(R)-(3-(S)-((4-Hydroxy-4-(3-phenylpropyl)piperidin-1-yl)methyl)-4-(S)-phenylpyrrolidin-1-yl)-2-(cyclohexyl)acetic acid, benzyl ester). Procedure: A solution of 87 mg (0.21 mmol) of 2-(R)-(3-(R)-formyl-4-(S)-phenylpyrrolidin-1-yl)-2-(cyclohexyl)acetic acid, benzyl ester (from EXAMPLE 1, Step I) and 69 mg (0.26 mmol) of 4hydroxy-4-(3-phenylpropyl)-piperidine.HCl in 5 mL of CH2Cl2 at rt was treated with 0.045 mL (0.25 mmol) of DIEA and 86 mg (0.40 mmol) of sodium triacetoxyborohydride and stirred at rt for 1 h. The reaction was diluted with 25 mL of CH2Cl2 and washed with 25 mL of 1.0 N NaHCO3. The layers were separated and the aqueous layer... The yield is 86.0%. The solvent is C(Cl)Cl (CH2Cl2), C(Cl)Cl (CH2Cl2). Reaction SMILES: [CH:1]([C@@H:3]1[C@@H:7]([C:8]2[CH:13]=[CH:12][CH:11]=[CH:10][CH:9]=2)[CH2:6][N:5]([C@H:14]([CH:25]2[CH2:30][CH2:29][CH2:28][CH2:27][CH2:26]2)[C:15]([O:17][CH2:18][C:19]2[CH:24]=[CH:23][CH:22]=[CH:21][CH:20]=2)=[O:16])[CH2:4]1)=O.[OH:31][C:32]1([CH2:38][CH2:39][CH2:40][C:41]2[CH:46]=[CH:45][CH:44]=[CH:43][CH:42]=2)[CH2:37][CH2:36][NH:35][CH2:34][CH2:33]1.Cl.CCN(C(C)C)C(C)C.C(O[BH-](OC(=O)C)OC(=O)C)(=O)C.[Na+]>C(Cl)Cl>[OH:31][C:32]1([CH2:38][CH2:39][CH2:40][C:41]2[CH:42]=[CH:43][CH:44]=[CH:45][CH:46]=2)[CH2:37][CH2:36][N:35]([CH2:1][C@@H:3]2[C@@H:7]([C:8]3[CH:13]=[CH:12][CH:11]=[CH:10][CH:9]=3)[CH2:6][N:5]([C@H:14]([CH:25]3[CH2:30][CH2:29][CH2:28][CH2:27][CH2:26]3)[C:15]([O:17][CH2:18][C:19]3[CH:24]=[CH:23][CH:22]=[CH:21][CH:20]=3)=[O:16])[CH2:4]2)[CH2:34][CH2:33]1 |f:4.5|. The reactants are C(=O)[C@H]1CN(C[C@@H]1C1=CC=CC=C1)[C@@H](C(=O)OCC1=CC=CC=C1)C1CCCCC1 (2-(R)-(3-(R)-formyl-4-(S)-phenylpyrrolidin-1-yl)-2-(cyclohexyl)acetic acid, benzyl ester), OC1(CCNCC1)CCCC1=CC=CC=C1 (4hydroxy-4-(3-phenylpropyl)-piperidine), Cl (HCl), CCN(C(C)C)C(C)C (DIEA), C(C)(=O)O[BH-](OC(C)=O)OC(C)=O.[Na+] (sodium triacetoxyborohydride). Run at time 1 hour. The reactants are CNC, CC(C)=O, Cl, [K+], [K+], O=N[O-], COC(=O)c1sc(-c2ccccc2)cc1N, [Na+], O=C([O-])[O-], O. The product is COC(=O)c1sc(-c2ccccc2)cc1N=NN(C)C. Reaction SMILES: [CH3:28][NH:29][CH3:30].[CH3:32][C:33](=[O:34])[CH3:35].[ClH:17].[K+:22].[K+:23].[N:18]([O-:19])=[O:20].[NH2:1][c:2]1[c:3]([C:13](=[O:14])[O:15][CH3:16])[s:4][c:5](-[c:7]2[cH:8][cH:9][cH:10][cH:11][cH:12]2)[cH:6]1.[Na+:21].[O-:24][C:25]([O-:26])=[O:27].[OH2:31]>>[N:1]([c:2]1[c:3]([C:13](=[O:14])[O:15][CH3:16])[s:4][c:5](-[c:7]2[cH:8][cH:9][cH:10][cH:11][cH:12]2)[cH:6]1)=[N:18][N:29]([CH3:28])[CH3:30]. Starting materials: ClC1=CC(=CC2=C1OC1=C(S(C2)(=O)=O)C=C(C=C1C)C(=O)O)[N+](=O)[O-] (4-Chloro-6-methyl-2-nitro-10,10-dioxo-10,11-dihydro-5-oxa-10lambda*6*-thia-dibenzo[a,d]cycloheptene-8-carboxylic acid). The reagents and catalysts are [Ni] (Raney-Nickel). Run in CN(C)C=O (DMF). Product: NC1=CC2=C(OC3=C(S(C2)(=O)=O)C=C(C=C3C)C(=O)O)C(=C1)Cl (2-Amino-4-chloro-6-methyl-10,10-dioxo-10,11-dihydro-5-oxa-10lambda*6*-thia-dibenzo[a,d]cycloheptene-8-carboxylic acid). Isolated yield 76.0%. Reaction SMILES: [Cl:1][C:2]1[C:7]2[O:8][C:9]3[C:18]([CH3:19])=[CH:17][C:16]([C:20]([OH:22])=[O:21])=[CH:15][C:10]=3[S:11](=[O:14])(=[O:13])[CH2:12][C:6]=2[CH:5]=[C:4]([N+:23]([O-])=O)[CH:3]=1>CN(C=O)C.[Ni]>[NH2:23][C:4]1[CH:3]=[C:2]([Cl:1])[C:7]2[O:8][C:9]3[C:18]([CH3:19])=[CH:17][C:16]([C:20]([OH:22])=[O:21])=[CH:15][C:10]=3[S:11](=[O:13])(=[O:14])[CH2:12][C:6]=2[CH:5]=1. Reported procedure: To a solution of the methyl ester of Example 32j (0.280 g, 0.7 mmols) in DMF (10 mL) was added activated Raney-Nickel (100 mg) and the reaction mixture was subjected to reduction in a Parr hydrogenator (20 psi, 2 h). The reaction mixture was filtered (celite bed), and the filtrate was poured onto crushed ice to obtain a solid which was subjected to hydrolysis as described in the synthesis of Example 1i to obtain the title compound. Yield: 76%; 1H NMR (DMSO-d6): δ 2.60 (s, 3H, CH3), 5.10 (s, 2H, ... The reactants are COCCBr (2-bromoethyl methyl ether), ClC1=CC=C(NC=2SC3=C(C(N2)=O)C=CC=N3)C=C1 (2-(4-chloroanilino)-4H-pyrido[3,2-e]-1,3-thiazin-4-one), [H-].[Li+] (lithium hydride), ClC1=CC=C(NC=2SC3=C(C(N2)=O)C=CC=N3)C=C1 (2-(4-chloroanilino)-4H-pyrido[3,2-e]-1,3-thiazin-4-one). Solvent: CN(C)C=O (DMF), CN(C)C=O (DMF), CN(C)C=O (DMF). Conditions: time 4 minute. Product: ClC1=CC=C(C=C1)N=C1SC2=C(C(N1CCOC)=O)C=CC=N2 (2-[(4-chlorophenyl)imino]-2,3-dihydro-3-(2-methoxyethyl)-4H-pyrido[3,2-e]-1,3-thiazin-4-one). The yield is 26.8%. Reaction SMILES: [H-].[Li+].[Cl:3][C:4]1[CH:21]=[CH:20][C:7]([NH:8][C:9]2[S:10][C:11]3[N:19]=[CH:18][CH:17]=[CH:16][C:12]=3[C:13](=[O:15])[N:14]=2)=[CH:6][CH:5]=1.[CH3:22][O:23][CH2:24][CH2:25]Br>CN(C=O)C>[Cl:3][C:4]1[CH:21]=[CH:20][C:7]([N:8]=[C:9]2[N:14]([CH2:25][CH2:24][O:23][CH3:22])[C:13](=[O:15])[C:12]3[CH:16]=[CH:17][CH:18]=[N:19][C:11]=3[S:10]2)=[CH:6][CH:5]=1 |f:0.1|. Reported procedure: In an atmosphere of argon, a mixture of 26 mg (3.3 mmol) of lithium hydride and 5 ml of DMF was put in a 100 ml flask. To the flask was then connected a dropping funnel which contained 800 mg (2.8 mmol) of 2-(4-chloroanilino)-4H-pyrido[3,2-e]-1,3-thiazin-4-one and 10 ml of DMF. The solution of 2-(4-chloroanilino)-4H-pyrido[3,2-e]-1,3-thiazin-4-one was then added dropwise to the aforementioned mixture with stirring in 4 minutes. The mixture was further stirred for 50 minutes. To the mixture was t... Solvent: C(Cl)Cl (methylene chloride). Procedure: According to the method of Example 1, 1-methyl-2-aminomethyl-5-(2'-fluorophenyl)-2,3-dihydro-1H-1,4-benzodiazepine (250 mg, 0.88 mmole) and isobutyl chloroformate (114 μl, 0.88 mmole) were combined with 4 ml of dry methylene chloride, and 97 μl of N-methyl-morpholine (0.88 mmole) at -5° C. was added to the mixture. The resulting reaction mixture was allowed to warm to room temperature over 2 hours, and after dilution and washing, rotoevaporation of the dried extracts of the reaction afforded 230... Yields the product CN1C(C(N=C(C2=C1C=CC=C2)C2=C(C=CC=C2)F)N)(C(=O)OCC(C)C)C (1-methyl-2-[(2-methylpropoxy)carbonyl]-amino-methyl-5-(2'-fluorophenyl)-2,3-dihydro-1H-1,4-benzodiazepine). Starting materials: CN1C(CN=C(C2=C1C=CC=C2)C2=C(C=CC=C2)F)CN (1-methyl-2-aminomethyl-5-(2'-fluorophenyl)-2,3-dihydro-1H-1,4-benzodiazepine), CN1CCOCC1 (N-methyl-morpholine), ClC(=O)OCC(C)C (isobutyl chloroformate). As a reaction SMILES: [CH3:1][N:2]1[C:8]2[CH:9]=[CH:10][CH:11]=[CH:12][C:7]=2[C:6]([C:13]2[CH:18]=[CH:17][CH:16]=[CH:15][C:14]=2[F:19])=[N:5][CH2:4][CH:3]1[CH2:20]N.Cl[C:23]([O:25][CH2:26][CH:27]([CH3:29])[CH3:28])=[O:24].C[N:31]1CCOCC1>C(Cl)Cl>[CH3:1][N:2]1[C:8]2[CH:9]=[CH:10][CH:11]=[CH:12][C:7]=2[C:6]([C:13]2[CH:18]=[CH:17][CH:16]=[CH:15][C:14]=2[F:19])=[N:5][CH:4]([NH2:31])[C:3]1([CH3:20])[C:23]([O:25][CH2:26][CH:27]([CH3:29])[CH3:28])=[O:24]. Yield: 68.2%. Reactants: hydroxy-ester, CC(=CC(=O)OCC)CC1=CC=CC=C1 (ethyl 3-methyl-4-phenyl-2-butenoate), CC(CC(=O)OCC)=CC1=CC=CC=C1 (ethyl 3-methyl-4-phenyl-3-butenoate), [OH-].[K+] (potassium hydroxide), P(=O)(Cl)(Cl)Cl (phosphorus oxychloride), esters, esters. The solvent is N1=CC=CC=C1 (pyridine), O.CO (water methanol). Conditions: time 2 hour. Yields the product CC(CC(=O)O)=CC1=CC=CC=C1 (3-methyl-4-phenyl-3-butenoic acid). As a reaction SMILES: P(Cl)(Cl)(Cl)=O.[CH3:6][C:7](=[CH:14][C:15]1[CH:20]=[CH:19][CH:18]=[CH:17][CH:16]=1)[CH2:8][C:9]([O:11]CC)=[O:10].CC(CC1C=CC=CC=1)=CC(OCC)=O.[OH-].[K+]>O.CO.N1C=CC=CC=1>[CH3:6][C:7](=[CH:14][C:15]1[CH:16]=[CH:17][CH:18]=[CH:19][CH:20]=1)[CH2:8][C:9]([OH:11])=[O:10] |f:3.4,5.6|. Procedure details: To mixture of the above hydroxy-ester (3.06 g, 13.76 mmole) and pyridine (10 ml), cooled to 0°, is slowly added phosphorus oxychloride (3.59 g, 23.39 mmole). The reaction mixture is stirred for about 2 hrs and then heated to 100° for 1.5 hours. The reaction is worked up by pouring into ice and extracting with water-hexane. The aqueous layer is back-extracted with hexane. The organic phases are combined, washed with 2 N hydrochloric acid, water and brine, dried over sodium sulfate and rotoevapora... Starting materials: C(C1=CC=CC=C1)N1C(=NC2=C1C=CC=1CCC(C12)=O)C (3-benzyl-2-methyl-6,7-dihydroindeno[4,5-d]imidazol-8(3H)-one), C(#N)CP(OCC)(OCC)=O (diethyl cyanomethylphosphonate), [H-].[Na+] (sodium hydride). The solvent is O1CCCC1 (tetrahydrofuran), O1CCCC1 (tetrahydrofuran), O (water). Conditions: time 30 minute. Product: C(C1=CC=CC=C1)N1C(=NC2=C1C=CC=1CCC(C12)=CC#N)C ((3-benzyl-2-methyl-6,7-dihydroindeno[4,5-d]imidazol-8(3H)-ylidene)acetonitrile). Isolated yield 65.9%. As a reaction SMILES: [H-].[Na+].[C:3]([CH2:5]P(=O)(OCC)OCC)#[N:4].[CH2:14]([N:21]1[C:25]2[CH:26]=[CH:27][C:28]3[CH2:29][CH2:30][C:31](=O)[C:32]=3[C:24]=2[N:23]=[C:22]1[CH3:34])[C:15]1[CH:20]=[CH:19][CH:18]=[CH:17][CH:16]=1>O1CCCC1.O>[CH2:14]([N:21]1[C:25]2[CH:26]=[CH:27][C:28]3[CH2:29][CH2:30][C:31](=[CH:5][C:3]#[N:4])[C:32]=3[C:24]=2[N:23]=[C:22]1[CH3:34])[C:15]1[CH:20]=[CH:19][CH:18]=[CH:17][CH:16]=1 |f:0.1|. Procedure details: To a suspension of 60% sodium hydride (32 mg, 0.80 mmol) in tetrahydrofuran (5 mL) was added diethyl cyanomethylphosphonate (142 μL, 0.88 mmol), and the mixture was stirred at room temperature for 30 min. A solution of 3-benzyl-2-methyl-6,7-dihydroindeno[4,5-d]imidazol-8(3H)-one (73.4 mg, 0.27 mmol) in tetrahydrofuran (2 mL) was added thereto, and the mixture was stirred at room temperature for 30 min. The reaction solution was diluted with water, extracted with ethyl acetate, washed with water ... The reactants are O=C(Cc1ccc(F)cc1)NC(=O)Nc1ccc(Oc2ccnc3[nH]cc(C(=O)C(Cl)(Cl)Cl)c23)c(F)c1, NCc1cccnc1, CN(C)C=O. Yields the product O=C(Cc1ccc(F)cc1)NC(=O)Nc1ccc(Oc2ccnc3[nH]cc(C(=O)NCc4cccnc4)c23)c(F)c1. Reaction SMILES: [F:1][c:2]1[cH:3][c:4]([NH:24][C:25](=[O:26])[NH:27][C:28]([CH2:29][c:30]2[cH:31][cH:32][c:33]([F:36])[cH:34][cH:35]2)=[O:37])[cH:5][cH:6][c:7]1[O:8][c:9]1[c:10]2[c:11]([n:12][cH:13][cH:14]1)[nH:15][cH:16][c:17]2[C:18]([C:19]([Cl:20])([Cl:21])[Cl:22])=[O:23].[NH2:38][CH2:39][c:40]1[cH:41][n:42][cH:43][cH:44][cH:45]1.[O:46]=[CH:47][N:48]([CH3:49])[CH3:50]>>[F:1][c:2]1[cH:3][c:4]([NH:24][C:25](=[O:26])[NH:27][C:28]([CH2:29][c:30]2[cH:31][cH:32][c:33]([F:36])[cH:34][cH:35]2)=[O:37])[cH:5][cH:6][c:7]1[O:8][c:9]1[c:10]2[c:11]([n:12][cH:13][cH:14]1)[nH:15][cH:16][c:17]2[C:18](=[O:23])[NH:38][CH2:39][c:40]1[cH:41][n:42][cH:43][cH:44][cH:45]1.